Dataset: the Open Reaction Database (ORD), a public repository of structured organic reaction records. Task: describe an organic reaction: reactants, conditions, products, and yield The reactants are CN(C)C=O, O=C(O)c1cc([N+](=O)[O-])cc2c1OCCO2, O=S(Cl)Cl. Product: O=C(Cl)c1cc([N+](=O)[O-])cc2c1OCCO2. Reaction SMILES: [CH3:21][N:22]([CH3:23])[CH:24]=[O:25].[N+:5](=[O:6])([O-:7])[c:8]1[cH:9][c:10]([C:18](=[O:19])[OH:20])[c:11]2[c:12]([cH:17]1)[O:13][CH2:14][CH2:15][O:16]2.[S:1]([Cl:2])([Cl:3])=[O:4]>>[Cl:3][C:18]([c:10]1[cH:9][c:8]([N+:5](=[O:6])[O-:7])[cH:17][c:12]2[c:11]1[O:16][CH2:15][CH2:14][O:13]2)=[O:20]. The reactants are [H-].[Na+] (sodium hydride), C(C)(C)OC(=O)C=1C(=NC(NC1C)C)C1=C(C=CC=C1)[N+](=O)[O-] (5-isopropyloxycarbonyl-2,6-dimethyl-4-(2-nitrophenyl)-dihydropyrimidine), C(C)N(C1=CC=CC=C1)CC (N,N-diethylaniline), C(CC)OC(C1=CC=C(C=C1)O)=O (n-propyl-p-hydroxybenzoate), ClC(=O)OC(Cl)(Cl)Cl (trichloromethyl chloroformate), Ice water. The solvent is CCCCCC (hexane), C1CCOC1 (THF), C1CCOC1 (THF), C1CCOC1 (THF), C1CCOC1 (THF), C1CCOC1 (THF). Reaction conditions: time 1.5 hour. Product: C(C)(C)OC(=O)C=1C(N(C(=NC1C)C)C(=O)OC1=CC=C(C=C1)C(=O)OCCC)C1=C(C=CC=C1)[N+](=O)[O-] (5-Isopropyloxycarbonyl-2,6-dimethyl-4-(2-nitrophenyl)-3-(4-n-propyloxycarbonylphenyloxycarbonyl)-3,4-dihydropyrimidine). Isolated yield 35.5%. RXN SMILES: [CH2:1]([O:4][C:5](=[O:13])[C:6]1[CH:11]=[CH:10][C:9]([OH:12])=[CH:8][CH:7]=1)[CH2:2][CH3:3].Cl[C:15](OC(Cl)(Cl)Cl)=[O:16].C(N(CC)C1C=CC=CC=1)C.[H-].[Na+].[CH:35]([O:38][C:39]([C:41]1[C:42]([C:49]2[CH:54]=[CH:53][CH:52]=[CH:51][C:50]=2[N+:55]([O-:57])=[O:56])=[N:43][CH:44]([CH3:48])[NH:45][C:46]=1[CH3:47])=[O:40])([CH3:37])[CH3:36]>C1COCC1.CCCCCC>[CH:35]([O:38][C:39]([C:41]1[CH:42]([C:49]2[CH:54]=[CH:53][CH:52]=[CH:51][C:50]=2[N+:55]([O-:57])=[O:56])[N:43]([C:15]([O:12][C:9]2[CH:10]=[CH:11][C:6]([C:5]([O:4][CH2:1][CH2:2][CH3:3])=[O:13])=[CH:7][CH:8]=2)=[O:16])[C:44]([CH3:48])=[N:45][C:46]=1[CH3:47])=[O:40])([CH3:36])[CH3:37] |f:3.4|. Reported procedure: A solution of 250 mg (1.35 millimole) of n-propyl-p-hydroxybenzoate in 7 ml of THF was added to a solution of 0.12 ml (1.00 millimole) of trichloromethyl chloroformate in 2 ml of THF and then a solution of 0.25 ml (1.57 millimole) of N,N-diethylaniline in 6 ml of THF was added dropwise. The reaction mixture was stirred for 1.5 hrs at room temperature. Independently, 0.30 g (6.25 millimole) of sodium hydride washed with hexane was suspended in 5 ml of THF and a solution of 200 mg (0.63 millimole)...